This data is from the Open Reaction Database (ORD), a public repository of structured organic reaction records. The task is: describe an organic reaction: reactants, conditions, products, and yield Reactants: C(C)(C)[N-]C(C)C.[Li+] (lithium diisopropylamide), O=C1CC2(CCOC(N12)(C)C)C (8-oxo-2,2,6-trimethyl- 3-oxa-1-azabicyclo[4.2.0]octane), [Cl-].[Na+] (sodium chloride), lithium enolate, C(C)=O (acetaldehyde). The solvent is O (water), O1CCCC1 (tetrahydrofuran), O1CCCC1 (tetrahydrofuran). Conditions: temperature -78 celsius, time 2 minute. The product is O=C1C(C2(CCOC(N12)(C)C)C)C(C)O (8-oxo-2,2,6-trimethyl-7-(1-hydroxyethyl)-3-oxa-1-azabicyclo[4.2.0]octane). As a reaction SMILES: C([N-]C(C)C)(C)C.[Li+].[O:9]=[C:10]1[N:17]2[C:12]([CH3:20])([CH2:13][CH2:14][O:15][C:16]2([CH3:19])[CH3:18])[CH2:11]1.[CH:21](=[O:23])[CH3:22].[Cl-].[Na+]>O1CCCC1.O>[O:9]=[C:10]1[N:17]2[C:12]([CH3:20])([CH2:13][CH2:14][O:15][C:16]2([CH3:19])[CH3:18])[CH:11]1[CH:21]([OH:23])[CH3:22] |f:0.1,4.5|. Reported procedure: To a solution of 1.1 equivalents of freshly prepared lithium diisopropylamide in anhydrous tetrahydrofuran under a nitrogen atmosphere at -78° is added a solution of 8-oxo-2,2,6-trimethyl- 3-oxa-1-azabicyclo[4.2.0]octane in anhydrous tetrahydrofuran which has been cooled to -78° C. After two minutes, the resulting lithium enolate is treated with excess acetaldehyde. The solution is stirred for 30 minutes at -78° and then poured into water. The aqueous phase is saturated with sodium chloride and ... The reactants are CC=1C(=NC2=CC=CC=C2N1)C1=NNC(=C1)NC(CC(=O)OCC)=O (ethyl 3-{[3-(3-methylquinoxalin-2-yl)-1H-pyrazol-5-yl]amino}-3-oxopropanoate), CO (methanol), C(C)(=O)OCC (ethyl acetate). Reagents/catalysts: CN(C1=CC=NC=C1)C (DMAP), CN(C1=CC=NC=C1)C (4-dimethylaminopyridine). Run in O (water), O (water). Reaction conditions: temperature 65 celsius. Yields the product CC=1C(=NC2=CC=CC=C2N1)C1=NN2C(N=C(C=C2O)O)=C1.CN(C)C=1C=CN=CC1 (2-(3-methylquinoxalin-2-yl)pyrazolo[1,5-a]pyrimidine-5,7-diol DMAP). RXN SMILES: [CH3:1][C:2]1[C:3]([C:12]2[CH:16]=[C:15]([NH:17][C:18](=[O:25])[CH2:19][C:20](OCC)=[O:21])[NH:14][N:13]=2)=[N:4][C:5]2[C:10]([N:11]=1)=[CH:9][CH:8]=[CH:7][CH:6]=2.[CH3:26]O.C(O[CH2:32][CH3:33])(=O)C>CN(C)C1C=CN=CC=1.O>[CH3:1][C:2]1[C:3]([C:12]2[CH:16]=[C:15]3[N:17]=[C:18]([OH:25])[CH:19]=[C:20]([OH:21])[N:14]3[N:13]=2)=[N:4][C:5]2[C:10]([N:11]=1)=[CH:9][CH:8]=[CH:7][CH:6]=2.[CH3:26][N:17]([C:15]1[CH:16]=[CH:12][N:13]=[CH:32][CH:33]=1)[CH3:18] |f:5.6|. Reported procedure: Method B (DMAP salt): A suspension of ethyl 3-{[3-(3-methylquinoxalin-2-yl)-1H-pyrazol-5-yl]amino}-3-oxopropanoate (1.00 g, 2.95 mmol) and 4-dimethylaminopyridine (DMAP) (1.08 g, 8.84 mmol) in water (7 mL), tetrahydrofuan (7 mL), and methanol (7 mL) was heated at 65° C. for 4 h. After being cooled to ambient temperature, the reaction mixture was diluted with water and ethyl acetate. The aqueous layer was collected and concentrated in vacuo. The residue was triturated with ether acetate to give 2... The reactants are C(C)(C)(C)OC(COC1=CC2=CC=CC=C2C=C1NS(=O)(=O)C(F)(F)F)=O ((3-trifluoromethylsulfonylamino-2-naphthyloxy)acetic acid tert-butyl ester), C1(=CC=CC=C1)OC (anisole), O (water), FC(C(=O)O)(F)F (trifluroacetic acid). Solvent: C(Cl)Cl (CH2Cl2). Run at time 16 hour. The product is FC(S(=O)(=O)NC=1C(=CC2=CC=CC=C2C1)OCC(=O)O)(F)F ((3-Trifluoromethylsulfonylamino-2-Naphthyloxy)Acetic Acid). Isolated yield 93.0%. Reaction SMILES: C([O:5][C:6](=[O:27])[CH2:7][O:8][C:9]1[C:18]([NH:19][S:20]([C:23]([F:26])([F:25])[F:24])(=[O:22])=[O:21])=[CH:17][C:16]2[C:11](=[CH:12][CH:13]=[CH:14][CH:15]=2)[CH:10]=1)(C)(C)C.C1(OC)C=CC=CC=1.O.FC(F)(F)C(O)=O>C(Cl)Cl>[F:25][C:23]([F:24])([F:26])[S:20]([NH:19][C:18]1[C:9]([O:8][CH2:7][C:6]([OH:27])=[O:5])=[CH:10][C:11]2[C:16]([CH:17]=1)=[CH:15][CH:14]=[CH:13][CH:12]=2)(=[O:21])=[O:22]. Reported procedure: To a solution of (3-trifluoromethylsulfonylamino-2-naphthyloxy)acetic acid tert-butyl ester (1.46 g, 3.60 mmol) in CH2Cl2(37 mL)-anisole(0.1 mL)-water(0.57 mL) at room temperature under nitrogen was added trifluroacetic acid (5.7 mL). After stirring at room temperature for 16 hrs, the mixture was evaporated to dryness and chased with toluene-CH2Cl2 (1:1). The residue was triturated with Et2O to give the title compound (1.17 g, 92%) as a solid. TLC(MeOH—CH2C2; 1:9) Rf=0.04. The reactants are C1(=CC=CC=C1)C=1C(OC(OC1C)(C)C)=O (5-phenyl-2,2,6-trimethyl-2H,4H-1,3-dioxin-4-one), C=NC1(CCCC1)C1=CC(=CC=C1)Cl (N-methylene-1-(3-chlorophenyl)cyclopentylamine). Run in C=1(C(=CC=CC1)C)C (xylene). Yields the product ClC=1C=C(C=CC1)C1(CCCC1)N1COC(=C(C1=O)C1=CC=CC=C1)C (3-[1-(3-chlorophenyl)cyclopentyl]-6-methyl-5-phenyl-2,3-dihydro-4H-1,3-oxazin-4-one). The yield is 88.5%. Reaction SMILES: [C:1]1([C:7]2[C:8](=[O:16])O[C:10](C)(C)[O:11][C:12]=2[CH3:13])[CH:6]=[CH:5][CH:4]=[CH:3][CH:2]=1.C=[N:18][C:19]1([C:24]2[CH:29]=[CH:28][CH:27]=[C:26]([Cl:30])[CH:25]=2)[CH2:23][CH2:22][CH2:21][CH2:20]1>C1(C)C(C)=CC=CC=1>[Cl:30][C:26]1[CH:25]=[C:24]([C:19]2([N:18]3[C:8](=[O:16])[C:7]([C:1]4[CH:2]=[CH:3][CH:4]=[CH:5][CH:6]=4)=[C:12]([CH3:13])[O:11][CH2:10]3)[CH2:23][CH2:22][CH2:21][CH2:20]2)[CH:29]=[CH:28][CH:27]=1. Reported procedure: A mixture of 5-phenyl-2,2,6-trimethyl-2H,4H-1,3-dioxin-4-one (0.65 g) and N-methylene-1-(3-chlorophenyl)cyclopentylamine (0.78 g) and xylene (3 ml) was heated at reflux for 30 minutes for reaction. The reaction mixture was purified by silica gel chromatography to obtain the captioned compound (0.97 g). The reactants are S(N)(OC1=CC=CC=C1)(=O)=O (sulfamic acid, phenyl ester), C(C)(=O)NC1=CC=C(C=C1)O (4-acetamidophenol), N1=CC=CC=C1 (pyridine). Run in O1CCOCC1 (p-dioxane). Reaction conditions: temperature 75 celsius, time 8 hour. Yields the product NS(=O)(=O)OC1=CC=C(C=C1)NC(C)=O (N-[4[(Aminosulfonyl)oxy]phenyl]acetamide). Isolated yield 43.4%. Reaction SMILES: [S:1](=[O:11])(=[O:10])([O:3][C:4]1[CH:9]=[CH:8][CH:7]=[CH:6][CH:5]=1)[NH2:2].[C:12]([NH:15]C1C=CC(O)=CC=1)(=[O:14])[CH3:13].N1C=CC=CC=1>O1CCOCC1>[NH2:2][S:1]([O:3][C:4]1[CH:9]=[CH:8][C:7]([NH:15][C:12](=[O:14])[CH3:13])=[CH:6][CH:5]=1)(=[O:10])=[O:11]. Reported procedure: A reaction flask was charged with 43.8 g (0.252 mole) of sulfamic acid, phenyl ester; 12.6 g (0.084 mole) of 4-acetamidophenol, 9 ml of pyridine and 150 ml p-dioxane. The solution was heated at 75° C. for 18 hours. The solution was concentrated to a brown oil. The oil was portioned between 100 ml methylene chloride and 100 ml of 1.0 N sodium bicarbonate. The mixture was refrigerated overnight then filtered to collect 15.8 g of white solid. 1H NMR spectrum indicated pure product but contaminated ...